From a dataset of the Open Reaction Database (ORD), a public repository of structured organic reaction records. describe an organic reaction: reactants, conditions, products, and yield Reactants: CC(C)CCON=O, CC(C)C(=O)NC1CCc2c(c3cc(-c4nnc(N)s4)ccc3n2Cc2cccc(F)c2)C1, CN(C)C=O. Product: CC(C)C(=O)NC1CCc2c(c3cc(-c4nncs4)ccc3n2Cc2cccc(F)c2)C1. Reaction SMILES: [CH2:34]([O:35][N:36]=[O:37])[CH2:38][CH:39]([CH3:40])[CH3:41].[NH2:1][c:2]1[n:3][n:4][c:5](-[c:7]2[cH:8][c:9]3[c:10]4[c:15]([n:16]([CH2:20][c:21]5[cH:22][c:23]([F:27])[cH:24][cH:25][cH:26]5)[c:17]3[cH:18][cH:19]2)[CH2:14][CH2:13][CH:12]([NH:28][C:29]([CH:30]([CH3:31])[CH3:32])=[O:33])[CH2:11]4)[s:6]1.[O:42]=[CH:43][N:44]([CH3:45])[CH3:46]>>[cH:2]1[n:3][n:4][c:5](-[c:7]2[cH:8][c:9]3[c:10]4[c:15]([n:16]([CH2:20][c:21]5[cH:22][c:23]([F:27])[cH:24][cH:25][cH:26]5)[c:17]3[cH:18][cH:19]2)[CH2:14][CH2:13][CH:12]([NH:28][C:29]([CH:30]([CH3:31])[CH3:32])=[O:33])[CH2:11]4)[s:6]1. Starting materials: CCc1cccc(C)c1CNc1cc(C(N)=O)cn2c(CO)c(C)nc12, CCO, [Na+], [OH-]. Product: CCc1cccc(C)c1CNc1cc(C(=O)O)cn2c(CO)c(C)nc12. RXN SMILES: [CH2:1]([CH3:2])[c:3]1[c:4]([CH2:5][NH:6][c:7]2[c:8]3[n:9]([cH:10][c:11]([C:13](=[O:14])[NH2:15])[cH:12]2)[c:16]([CH2:20][OH:21])[c:17]([CH3:19])[n:18]3)[c:22]([CH3:26])[cH:23][cH:24][cH:25]1.[CH3:29][CH2:30][OH:31].[Na+:28].[OH-:27]>>[CH2:1]([CH3:2])[c:3]1[c:4]([CH2:5][NH:6][c:7]2[c:8]3[n:9]([cH:10][c:11]([C:13](=[O:14])[OH:27])[cH:12]2)[c:16]([CH2:20][OH:21])[c:17]([CH3:19])[n:18]3)[c:22]([CH3:26])[cH:23][cH:24][cH:25]1. Starting materials: C(C)[SiH](CC)CC (triethylsilane), C(O)([O-])=O.[Na+] (sodium hydrogencarbonate), COC1=C(CN2C3=NC(=NC=C3N(C2=O)CCN2CCOCC2)C2=NN(C3=NC=CC=C32)CC3=C(C=CC=C3)F)C=CC(=C1)OC (9-(2,4-Dimethoxybenzyl)-2-[1-(2-fluorobenzyl)-1H-pyrazolo[3,4-b]pyridin-3-yl]-7-[2-(morpholin-4-yl)ethyl]-7,9-dihydro-8H-purin-8-one), O (water). Solvent: FC(C(=O)O)(F)F (trifluoroacetic acid), C(C)(=O)OCC (ethyl acetate). The product is FC1=C(CN2N=C(C=3C2=NC=CC3)C3=NC=C2N(C(NC2=N3)=O)CCN3CCOCC3)C=CC=C1 (2-[1-(2-Fluorobenzyl)-1H-pyrazolo[3,4-b]pyridin-3-yl]-7-[2-(morpholin-4-yl)ethyl]-7,9-dihydro-8H-purin-8-one). Isolated yield 69.8%. RXN SMILES: COC1C=C(OC)C=CC=1C[N:6]1[C:14](=[O:15])[N:13]([CH2:16][CH2:17][N:18]2[CH2:23][CH2:22][O:21][CH2:20][CH2:19]2)[C:12]2[C:7]1=[N:8][C:9]([C:24]1[C:32]3[C:27](=[N:28][CH:29]=[CH:30][CH:31]=3)[N:26]([CH2:33][C:34]3[CH:39]=[CH:38][CH:37]=[CH:36][C:35]=3[F:40])[N:25]=1)=[N:10][CH:11]=2.C([SiH](CC)CC)C.O.C(=O)([O-])O.[Na+]>FC(F)(F)C(O)=O.C(OCC)(=O)C>[F:40][C:35]1[CH:36]=[CH:37][CH:38]=[CH:39][C:34]=1[CH2:33][N:26]1[C:27]2=[N:28][CH:29]=[CH:30][CH:31]=[C:32]2[C:24]([C:9]2[N:8]=[C:7]3[C:12]([N:13]([CH2:16][CH2:17][N:18]4[CH2:23][CH2:22][O:21][CH2:20][CH2:19]4)[C:14](=[O:15])[NH:6]3)=[CH:11][N:10]=2)=[N:25]1 |f:3.4|. Reported procedure: 101 mg (0.16 mmol) of the compound from example 87A were dissolved in 10 ml of trifluoroacetic acid, 188 mg (1.62 mmol) of triethylsilane were added and the mixture was heated to reflux for 18 h. The reaction mixture was admixed with water and ethyl acetate, and neutralized with saturated aqueous sodium hydrogencarbonate solution. The organic phase was dried over sodium sulfate and concentrated on a rotary evaporator. The residue was dried under high vacuum, and purified by means of preparative ... Starting materials: ClCCl, [O-][I+3]([O-])([O-])[O-], [Na+], OCC(O)COc1ccccc1. Yields the product O=CCOc1ccccc1. RXN SMILES: [Cl:19][CH2:20][Cl:21].[I+3:1]([O-:2])([O-:3])([O-:4])[O-:5].[Na+:6].[O:7]([c:8]1[cH:9][cH:10][cH:11][cH:12][cH:13]1)[CH2:14][CH:15]([CH2:16][OH:17])[OH:18]>>[O:7]([c:8]1[cH:9][cH:10][cH:11][cH:12][cH:13]1)[CH2:14][CH:15]=[O:18]. The reactants are ClC1=NC=C(C(=N1)NC1=CC(=CC=C1)O)F (2-chloro-5-fluoro-N4-(3-hydroxyphenyl)-4-pyrimidineamine), COC=1C=C(N)C=C(C1OC)OC (3,4,5-trimethoxyaniline). Product: FC=1C(=NC(=NC1)NC1=CC(=C(C(=C1)OC)OC)OC)NC1=CC(=CC=C1)O (5-fluoro-N4-(3-hydroxyphenyl)-N2-(3,4,5-trimethoxyphenyl)-2,4-pyrimidinediamine). RXN SMILES: Cl[C:2]1[N:7]=[C:6]([NH:8][C:9]2[CH:14]=[CH:13][CH:12]=[C:11]([OH:15])[CH:10]=2)[C:5]([F:16])=[CH:4][N:3]=1.[CH3:17][O:18][C:19]1[CH:20]=[C:21]([CH:23]=[C:24]([O:28][CH3:29])[C:25]=1[O:26][CH3:27])[NH2:22]>>[F:16][C:5]1[C:6]([NH:8][C:9]2[CH:14]=[CH:13][CH:12]=[C:11]([OH:15])[CH:10]=2)=[N:7][C:2]([NH:22][C:21]2[CH:23]=[C:24]([O:28][CH3:29])[C:25]([O:26][CH3:27])=[C:19]([O:18][CH3:17])[CH:20]=2)=[N:3][CH:4]=1. Procedure: In a like manner to the preparation of N4-(3,4-ethylenedioxyphenyl)-5-fluoro-N2-(3-hydroxyphenyl)-2,4-pyrimidinediamine, 2-chloro-5-fluoro-N4-(3-hydroxyphenyl)-4-pyrimidineamine and 3,4,5-trimethoxyaniline were reacted to produce 5-fluoro-N4-(3-hydroxyphenyl)-N2-(3,4,5-trimethoxyphenyl)-2,4-pyrimidinediamine. 1H NMR (DMSO-d6): δ 9.33 (s, 1H), 9.17 (s, 1H), 8.99 (s, 1H), 8.06 (d, 1H, J=3.3 Hz), 7.27 (d, 1H, J=7.5 Hz), 7.08–7.02 (m, 4H), 6.46 (dd, 1H, J=1.8 and 7.8 Hz), 3.60 (s, 6H), 3.57 (s, 3H);... Reactants: OCC1=CC(=C(C(=C1)C)O)C (4-(hydroxymethyl)-2,6-dimethylphenol), BrCC(=O)OCC (ethyl bromoacetate), C([O-])([O-])=O.[Cs+].[Cs+] (caesium carbonate). Solvent: C(C)#N (acetonitrile). Run at time 8 hour. Product: C(C)OC(COC1=C(C=C(C=C1C)CO)C)=O (ethyl[4-(hydroxymethyl)-2,6-dimethylphenoxy]acetate). Reaction SMILES: [OH:1][CH2:2][C:3]1[CH:8]=[C:7]([CH3:9])[C:6]([OH:10])=[C:5]([CH3:11])[CH:4]=1.Br[CH2:13][C:14]([O:16][CH2:17][CH3:18])=[O:15].C(=O)([O-])[O-].[Cs+].[Cs+]>C(#N)C>[CH2:17]([O:16][C:14](=[O:15])[CH2:13][O:10][C:6]1[C:5]([CH3:11])=[CH:4][C:3]([CH2:2][OH:1])=[CH:8][C:7]=1[CH3:9])[CH3:18] |f:2.3.4|. Reported procedure: A solution of 4-(hydroxymethyl)-2,6-dimethylphenol (P. Claus et al., Monatsh. Chem. 1972, 103(4), 1178–1193) (1.9 g) in acetonitrile (50 ml) was treated with ethyl bromoacetate (2.17 g) and caesium carbonate (4.24 g) and the mixture stirred at room temperature overnight. The solution was concentrated and the residue partitioned between ethyl acetate and water. The organic layer was collected, dried over magnesium sulfate and filtered. The filtrate was concentrated to give the title compound as a... The reactants are S1C(=NC=C1)C=1NC2=C(C=CC=C2C1)C(=O)OCC1=CC=CC=C1 (benzyl 2-(1,3-thiazol-2-yl)-1H-indole-7-carboxylate), [H-].[Al+3].[Li+].[H-].[H-].[H-] (lithium aluminum hydride), O.O.O.O.O.O.O.O.O.O.S(=O)(=O)([O-])[O-].[Na+].[Na+] (Sodium sulfate-decahydrate), [H-].[Al+3].[Li+].[H-].[H-].[H-] (Lithium aluminum hydride). Run in O1CCCC1 (tetrahydrofuran), C(C)(=O)OCC (ethyl acetate). Conditions: time 1 hour. The product is S1C(=NC=C1)C=1NC2=C(C=CC=C2C1)CO ([2-(1,3-Thiazol-2-yl)-1H-indol-7-yl]methanol). Isolated yield 58.9%. As a reaction SMILES: [S:1]1[CH:5]=[CH:4][N:3]=[C:2]1[C:6]1[NH:7][C:8]2[C:13]([CH:14]=1)=[CH:12][CH:11]=[CH:10][C:9]=2[C:15](OCC1C=CC=CC=1)=[O:16].[H-].[Al+3].[Li+].[H-].[H-].[H-].O.O.O.O.O.O.O.O.O.O.S([O-])([O-])(=O)=O.[Na+].[Na+]>O1CCCC1.C(OCC)(=O)C>[S:1]1[CH:5]=[CH:4][N:3]=[C:2]1[C:6]1[NH:7][C:8]2[C:13]([CH:14]=1)=[CH:12][CH:11]=[CH:10][C:9]=2[CH2:15][OH:16] |f:1.2.3.4.5.6,7.8.9.10.11.12.13.14.15.16.17.18.19|. Procedure details: To a solution of benzyl 2-(1,3-thiazol-2-yl)-1H-indole-7-carboxylate (1.39 g) in tetrahydrofuran (30 mL) was added lithium aluminum hydride (0.200 g), and the mixture was stirred at room temperature for 1 hr. Lithium aluminum hydride (0.600 g) was added to the reaction solution, and the mixture was stirred at room temperature for 4 hr. Sodium sulfate-decahydrate (7.80 g) was added to the reaction mixture, and the mixture was stirred for 30 min and diluted with ethyl acetate. The obtained suspens...